Dataset: the Open Reaction Database (ORD), a public repository of structured organic reaction records. Task: describe an organic reaction: reactants, conditions, products, and yield Starting materials: CCOC(C)=O, CCOC(C)=O, Cl, CC(C)(C)OC(=O)N1CCOc2c(cccc2-c2ccsc2)C1. The product is Cl, c1cc2c(c(-c3ccsc3)c1)OCCNC2. RXN SMILES: [C:24]([O:25][CH2:26][CH3:27])(=[O:28])[CH3:29].[CH3:31][CH2:32][O:33][C:34](=[O:35])[CH3:36].[ClH:30].[s:1]1[cH:2][c:3](-[c:6]2[cH:7][cH:8][cH:9][c:10]3[c:16]2[O:15][CH2:14][CH2:13][N:12]([C:17]([O:18][C:19]([CH3:20])([CH3:21])[CH3:22])=[O:23])[CH2:11]3)[cH:4][cH:5]1>>[ClH:30].[s:1]1[cH:2][c:3](-[c:6]2[cH:7][cH:8][cH:9][c:10]3[c:16]2[O:15][CH2:14][CH2:13][NH:12][CH2:11]3)[cH:4][cH:5]1. Reaction SMILES: C([C:4]1[CH:5]=[CH:6][C:7]2[C:11]([Br:12])=[C:10]([CH3:13])[S:9][C:8]=2[CH:14]=1)(=O)C.[S].N1[CH2:21][CH2:20][O:19]CC1.[OH2:22]>>[Br:12][C:11]1[C:7]2[CH:6]=[CH:5][C:4]([CH2:21][C:20]([OH:19])=[O:22])=[CH:14][C:8]=2[S:9][C:10]=1[CH3:13] |^3:14|. Yields the product BrC=1C2=C(SC1C)C=C(C=C2)CC(=O)O (3-bromo-6-carboxymethyl-2-methylbenzo[b]thiophene). Starting materials: C(C)(=O)C=1C=CC2=C(SC(=C2Br)C)C1 (6-acetyl-3-bromo-2-methylbenzo[b]-thiophene), [S] (sulphur), N1CCOCC1 (morpholine), O (water). Reported procedure: A mixture of 6-acetyl-3-bromo-2-methylbenzo[b]-thiophene (12.0 g.), sulphur (3.0 g.) and morpholine (12 ml.) was heated under reflux for 6 hours. (This is the Willgerodt-Kindler reaction.) The mixture was poured into water and the resulting green solid was filtered off, washed with water and added to a solution of sodium hydroxide (12.0 g.) in methanol (250 ml.). The mixture was heated under reflux for 6.5 hours and then evaporated. The residue was dissolved in water and the solution was washed ...